This data is from the Open Reaction Database (ORD), a public repository of structured organic reaction records. The task is: describe an organic reaction: reactants, conditions, products, and yield Starting materials: C(C)(C)(C)OC(=O)N1[C@@H](CC(C1)=NOCC)C(=O)O ((2S,4EZ)-1-(tert-butoxycarbonyl)-4-(ethoxyimino)-2-pyrrolidinecarboxylic acid), COCC(=O)Cl (methoxyacetyl chloride), C(C)N1C2=CC=CC=C2C=2C=C(C=CC12)N (9-ethyl-9H-carbazol-3-amine). Yields the product C(C)ON=C1C[C@H](N(C1)C(COC)=O)C(=O)NC=1C=CC=2N(C3=CC=CC=C3C2C1)CC ((2S,4EZ)-4-(ethoxyimino)-N-(9-ethyl-9H-carbazol-3-yl)-1-(methoxyacetyl)-2-pyrrolidinecarboxamide). RXN SMILES: C(O[C:6]([N:8]1[CH2:12][C:11](=[N:13][O:14][CH2:15][CH3:16])[CH2:10][C@H:9]1[C:17]([OH:19])=O)=[O:7])(C)(C)C.[CH3:20][O:21][CH2:22]C(Cl)=O.[CH2:26]([N:28]1[C:40]2[CH:39]=[CH:38][C:37]([NH2:41])=[CH:36][C:35]=2[C:34]2[C:29]1=[CH:30][CH:31]=[CH:32][CH:33]=2)[CH3:27]>>[CH2:15]([O:14][N:13]=[C:11]1[CH2:12][N:8]([C:6](=[O:7])[CH2:22][O:21][CH3:20])[C@H:9]([C:17]([NH:41][C:37]2[CH:38]=[CH:39][C:40]3[N:28]([CH2:26][CH3:27])[C:29]4[C:34]([C:35]=3[CH:36]=2)=[CH:33][CH:32]=[CH:31][CH:30]=4)=[O:19])[CH2:10]1)[CH3:16]. Reported procedure: Following the general method as outlined in Example 22, starting from (2S,4EZ)-1-(tert-butoxycarbonyl)-4-(ethoxyimino)-2-pyrrolidinecarboxylic acid, methoxyacetyl chloride, and 9-ethyl-9H-carbazol-3-amine the title compound was obtained in 88% purity by LC/MS. MS(ESI+): m/z=437.2. Reactants: C(C)(C)(C)C1=CC=C(C=C1)C=1NC(C=2N(C1)N=C(C2)C=O)=O (6-(4-tert-butyl-phenyl)-4-oxo-4,5-dihydro-pyrazolo[1,5-a]pyrazine-2-carbaldehyde), C1(=CC=CC=C1)P(CCCP(C1=CC=CC=C1)C1=CC=CC=C1)C1=CC=CC=C1 (3-diphenylphosphanylpropyl(diphenyl)phosphane). Reagents/catalysts: O.O.O.[Rh](Cl)(Cl)Cl (rhodium(III)-chloride trihydrate). Reaction conditions: temperature 160 celsius, time 42 hour. Product: C(C)(C)(C)C1=CC=C(C=C1)C=1NC(C=2N(C1)N=CC2)=O (6-(4-tert-butyl-phenyl)-5H-pyrazolo[1,5-a]pyrazin-4-one). Reaction SMILES: [C:1]([C:5]1[CH:10]=[CH:9][C:8]([C:11]2[NH:12][C:13](=[O:22])[C:14]3[N:15]([N:17]=[C:18](C=O)[CH:19]=3)[CH:16]=2)=[CH:7][CH:6]=1)([CH3:4])([CH3:3])[CH3:2].C1(P(C2C=CC=CC=2)CCCP(C2C=CC=CC=2)C2C=CC=CC=2)C=CC=CC=1>O.O.O.[Rh](Cl)(Cl)Cl>[C:1]([C:5]1[CH:6]=[CH:7][C:8]([C:11]2[NH:12][C:13](=[O:22])[C:14]3[N:15]([N:17]=[CH:18][CH:19]=3)[CH:16]=2)=[CH:9][CH:10]=1)([CH3:4])([CH3:2])[CH3:3] |f:2.3.4.5|. Reported procedure: 140 mg (0.473 mmol) 6-(4-tert-butyl-phenyl)-4-oxo-4,5-dihydro-pyrazolo[1,5-a]pyrazine-2-carbaldehyde are dissolved in 1 ml diethyleneglycoldimethylether. 12 mg (0.028 mmol) 3-diphenylphosphanylpropyl(diphenyl)phosphane and 3.7 mg (0.014 mmol) rhodium(III)-chloride trihydrate are added. The reaction mixture is stirred for 42 hours at 160° C. The mixture is cooled to room temperature and partitioned between dichloromethane and water. The organic phase is dried over sodium sulfate and evaporated. T...